Dataset: the Open Reaction Database (ORD), a public repository of structured organic reaction records. Task: describe an organic reaction: reactants, conditions, products, and yield The reactants are Cl.ClC1=CC=C(C(=O)N(C)[C@H]2[C@@H](CNCC2)C2=CC(=C(C=C2)Cl)Cl)C=C1 (4-chloro-N-[(3R,4R)-3-(3,4-dichlorophenyl)piperidin-4-yl]-N-methylbenzamide monohydrochloride), OCC(=O)N1CCC(CC1)C(=O)O (1-(hydroxyacetyl)piperidine-4-carboxylic acid), CCN=C=NCCCN(C)C.Cl (WSC.HCl), C=1C=CC2=C(C1)N=NN2O (HOBt). Solvent: O (water), C(C)#N (acetonitrile), C(C)N(CC)CC (triethylamine). Reaction conditions: time 14 hour. Yields the product ClC1=CC=C(C(=O)N(C)[C@H]2[C@@H](CN(CC2)C(=O)C2CCN(CC2)C(CO)=O)C2=CC(=C(C=C2)Cl)Cl)C=C1 (4-chloro-N-[(3R,4R)-3-(3,4-dichlorophenyl)-1-{[1-(hydroxyacetyl)piperidin-4-yl]carbonyl}piperidin-4-yl]-N-methylbenzamide). Isolated yield 41.4%. As a reaction SMILES: Cl.[Cl:2][C:3]1[CH:26]=[CH:25][C:6]([C:7]([N:9]([C@@H:11]2[CH2:16][CH2:15][NH:14][CH2:13][C@H:12]2[C:17]2[CH:22]=[CH:21][C:20]([Cl:23])=[C:19]([Cl:24])[CH:18]=2)[CH3:10])=[O:8])=[CH:5][CH:4]=1.[OH:27][CH2:28][C:29]([N:31]1[CH2:36][CH2:35][CH:34]([C:37](O)=[O:38])[CH2:33][CH2:32]1)=[O:30].CCN=C=NCCCN(C)C.Cl.C1C=CC2N(O)N=NC=2C=1>C(#N)C.O.C(N(CC)CC)C>[Cl:2][C:3]1[CH:4]=[CH:5][C:6]([C:7]([N:9]([C@@H:11]2[CH2:16][CH2:15][N:14]([C:37]([CH:34]3[CH2:35][CH2:36][N:31]([C:29](=[O:30])[CH2:28][OH:27])[CH2:32][CH2:33]3)=[O:38])[CH2:13][C@H:12]2[C:17]2[CH:22]=[CH:21][C:20]([Cl:23])=[C:19]([Cl:24])[CH:18]=2)[CH3:10])=[O:8])=[CH:25][CH:26]=1 |f:0.1,3.4|. Procedure: To a solution of 4-chloro-N-[(3R,4R)-3-(3,4-dichlorophenyl)piperidin-4-yl]-N-methylbenzamide monohydrochloride (200 mg) obtained in Example 137a, 1-(hydroxyacetyl)piperidine-4-carboxylic acid (129 mg) and triethylamine (127 μL) in acetonitrile (5 mL) were added WSC.HCl (176 mg) and HOBt (140 mg), and the mixture was stirred at room temperature for 14 hr. The reaction mixture was poured into water, and the resultant product was extracted with ethyl acetate. The organic layer was washed with satur... The reactants are COCCCCC(O)(c1cccc(Br)c1)C1CCCN(C(=O)NC(CC2CCCCC2)CN(C)C(=O)OCC[Si](C)(C)C)C1, N#C[Cu], CN(C)C=O. Product: COCCCCC(O)(c1cccc(C#N)c1)C1CCCN(C(=O)NC(CC2CCCCC2)CN(C)C(=O)OCC[Si](C)(C)C)C1. RXN SMILES: [Br:1][c:2]1[cH:3][c:4]([C:8]([CH2:9][CH2:10][CH2:11][CH2:12][O:13][CH3:14])([OH:15])[CH:16]2[CH2:17][N:18]([C:22](=[O:23])[NH:24][CH:25]([CH2:26][CH:27]3[CH2:28][CH2:29][CH2:30][CH2:31][CH2:32]3)[CH2:33][N:34]([C:35](=[O:36])[O:37][CH2:38][CH2:39][Si:40]([CH3:41])([CH3:42])[CH3:43])[CH3:44])[CH2:19][CH2:20][CH2:21]2)[cH:5][cH:6][cH:7]1.[Cu:45][C:46]#[N:47].[O:48]=[CH:49][N:50]([CH3:51])[CH3:52]>>[c:2]1([C:46]#[N:47])[cH:3][c:4]([C:8]([CH2:9][CH2:10][CH2:11][CH2:12][O:13][CH3:14])([OH:15])[CH:16]2[CH2:17][N:18]([C:22](=[O:23])[NH:24][CH:25]([CH2:26][CH:27]3[CH2:28][CH2:29][CH2:30][CH2:31][CH2:32]3)[CH2:33][N:34]([C:35](=[O:36])[O:37][CH2:38][CH2:39][Si:40]([CH3:41])([CH3:42])[CH3:43])[CH3:44])[CH2:19][CH2:20][CH2:21]2)[cH:5][cH:6][cH:7]1. Reactants: Cl (hydrochloric acid), [OH-].[Na+] (sodium hydroxide), OC(CC[C@H]1[C@H](CN(CC1)CCSC(C)(C)C)C(=O)OC)C1=CC=NC2=CC=C(C=C12)OC (methyl (3R,4R)-4-[3-(R,S)-hydroxy-3-(6-methoxyquinolin-4-yl)propyl]-1-[2-(tert-butylthio)ethyl]piperidine-3-carboxylate). The solvent is O (water), CO (methanol), ClCCl.CO (dichloromethane methanol). Reaction conditions: temperature 60 celsius. Product: Cl.Cl.OC(CC[C@H]1[C@H](CN(CC1)CCSC(C)(C)C)C(=O)O)C1=CC=NC2=CC=C(C=C12)OC ((3R,4R)-4-[3-(R,S)-hydroxy-3-(6-methoxyquinolin-4-yl)propyl]-1-[2-(tert-butylthio)ethyl]piperidine-3-carboxylic acid dihydrochloride). As a reaction SMILES: [OH-].[Na+].[OH:3][CH:4]([C:24]1[C:33]2[C:28](=[CH:29][CH:30]=[C:31]([O:34][CH3:35])[CH:32]=2)[N:27]=[CH:26][CH:25]=1)[CH2:5][CH2:6][C@@H:7]1[CH2:12][CH2:11][N:10]([CH2:13][CH2:14][S:15][C:16]([CH3:19])([CH3:18])[CH3:17])[CH2:9][C@@H:8]1[C:20]([O:22]C)=[O:21].[ClH:36]>CO.O.ClCCl.CO>[ClH:36].[ClH:36].[OH:3][CH:4]([C:24]1[C:33]2[C:28](=[CH:29][CH:30]=[C:31]([O:34][CH3:35])[CH:32]=2)[N:27]=[CH:26][CH:25]=1)[CH2:5][CH2:6][C@@H:7]1[CH2:12][CH2:11][N:10]([CH2:13][CH2:14][S:15][C:16]([CH3:19])([CH3:18])[CH3:17])[CH2:9][C@@H:8]1[C:20]([OH:22])=[O:21] |f:0.1,6.7,8.9.10|. Reported procedure: 1 cm3 of 5N aqueous sodium hydroxide solution was added, with stirring and under an inert atmosphere, to a solution of 0.26 g of methyl (3R,4R)-4-[3-(R,S)-hydroxy-3-(6-methoxyquinolin-4-yl)propyl]-1-[2-(tert-butylthio)ethyl]piperidine-3-carboxylate in 5 cm3 of methanol. After heating the solution to a temperature in the region of 60° C. and then cooling to room temperature, the reaction mass was evaporated under reduced pressure (2.8 kPa) at a temperature in the region of 60° C. The residue obta... Reactants: BrBr (bromine), C(\C=C\C(=O)O)(=O)O.C(C)(=O)C1=CC=C(C=C1)N1CCC(CC1)N(C)CC1=CC=CC=C1 (1-(4-acetylphenyl)-4-(N-benzyl-N-methylamino)piperidine fumarate), CCOCC (ether). Run in C(C)(=O)O (acetic acid), C(C)(=O)O (acetic acid). Conditions: time 4 hour. Product: Br.C(C)(=O)C1=CC(=C(C=C1)N1CCC(CC1)N(C)CC1=CC=CC=C1)Br (1-(4-acetyl-2-bromophenyl)-4-(N-benzyl-N-methylamino)piperidine hydrobromide). Yield: 183.7%. RXN SMILES: C(O)(=O)/C=C/C(O)=O.[C:9]([C:12]1[CH:17]=[CH:16][C:15]([N:18]2[CH2:23][CH2:22][CH:21]([N:24]([CH2:26][C:27]3[CH:32]=[CH:31][CH:30]=[CH:29][CH:28]=3)[CH3:25])[CH2:20][CH2:19]2)=[CH:14][CH:13]=1)(=[O:11])[CH3:10].[Br:33]Br.CCOCC>C(O)(=O)C>[BrH:33].[C:9]([C:12]1[CH:13]=[CH:14][C:15]([N:18]2[CH2:19][CH2:20][CH:21]([N:24]([CH2:26][C:27]3[CH:32]=[CH:31][CH:30]=[CH:29][CH:28]=3)[CH3:25])[CH2:22][CH2:23]2)=[C:16]([Br:33])[CH:17]=1)(=[O:11])[CH3:10] |f:0.1,5.6|. Procedure: 2.5 g (7.9 mmol)of the product from Example 17 were dissolved in 50 ml of glacial acetic acid and, at room temperature, 1.26 g (7.9 mmol) of bromine dissolved in 10 ml of glacial acetic acid were added dropwise. The mixture was stirred for 4 hours, after which ether was added, whereupon crystals slowly separated out. The crystals were filtered off and washed with ether. 3.5 g of 1-(4-acetyl-2-bromophenyl)-4-(N-benzyl-N-methylamino)piperidine hydrobromide were obtained. Melting point 201°-202° C. Reactants: [OH-].[Na+] (sodium hydroxide), COC=1C=C2C(=CC=NC2=CC1)CCC[C@H]1[C@H](CN(CC1)CC#CC1=CSC=C1)C(=O)OC (methyl (3R,4R)-4-[3-(6-methoxyquinolin-4-yl)propyl]-1-[3-(thien-3-yl)prop-2ynyl]piperidine-3-carboxylate). Procedure details: 3.9 cm3 of 1N aqueous sodium hydroxide were added to a solution of 0.6 g of methyl (3R,4R)-4-[3-(6-methoxyquinolin-4-yl)propyl]-1-[3-(thien-3-yl)prop-2ynyl]piperidine-3-carboxylate in 10 cm3 of dioxane and then the mixture was heated at a temperature in the region of 65° C. for 16 hours. The mixture was cooled and then the organic phase was extracted with 3 times 50 cm3 of ethyl acetate. The aqueous phase was acidified with 3.9 cm3 of 1N hydrochloric acid. The solution was taken up in 10 cm3 of ... Yield: 55.0%. The product is COC=1C=C2C(=CC=NC2=CC1)CCC[C@H]1[C@H](CN(CC1)CC#CC1=CSC=C1)C(=O)O ((3R,4R)-4-[3-(6-methoxyquinolin-4-yl)propyl]-1-[3-(thien-3-yl)prop-2-ynyl]piperidine-3-carboxylic acid). Reaction conditions: temperature 65 celsius. As a reaction SMILES: [OH-].[Na+].[CH3:3][O:4][C:5]1[CH:6]=[C:7]2[C:12](=[CH:13][CH:14]=1)[N:11]=[CH:10][CH:9]=[C:8]2[CH2:15][CH2:16][CH2:17][C@@H:18]1[CH2:23][CH2:22][N:21]([CH2:24][C:25]#[C:26][C:27]2[CH:31]=[CH:30][S:29][CH:28]=2)[CH2:20][C@@H:19]1[C:32]([O:34]C)=[O:33]>O1CCOCC1>[CH3:3][O:4][C:5]1[CH:6]=[C:7]2[C:12](=[CH:13][CH:14]=1)[N:11]=[CH:10][CH:9]=[C:8]2[CH2:15][CH2:16][CH2:17][C@@H:18]1[CH2:23][CH2:22][N:21]([CH2:24][C:25]#[C:26][C:27]2[CH:31]=[CH:30][S:29][CH:28]=2)[CH2:20][C@@H:19]1[C:32]([OH:34])=[O:33] |f:0.1|. Run in O1CCOCC1 (dioxane). The reactants are ClC1=NC2=CC=C(C=C2C=C1)Cl (2,6-dichloroquinoline), CC1=CC=C(O1)CN (5-methyl-2-furanmethanamine), NC=1C=NC=CC1 (3-aminopyridine). Product: CC1=CC=C(O1)CNC1=NC2=CC=C(C=C2C=C1)NC=1C=NC=CC1 (N2-(5-Methyl-furan-2-ylmethyl)-N6-pyridin-3-yl-quinoline-2,6-diamine). Reaction SMILES: Cl[C:2]1[CH:11]=[CH:10][C:9]2[C:4](=[CH:5][CH:6]=[C:7](Cl)[CH:8]=2)[N:3]=1.[CH3:13][C:14]1[O:18][C:17]([CH2:19][NH2:20])=[CH:16][CH:15]=1.[NH2:21][C:22]1[CH:23]=[N:24][CH:25]=[CH:26][CH:27]=1>>[CH3:13][C:14]1[O:18][C:17]([CH2:19][NH:20][C:2]2[CH:11]=[CH:10][C:9]3[C:4](=[CH:5][CH:6]=[C:7]([NH:21][C:22]4[CH:23]=[N:24][CH:25]=[CH:26][CH:27]=4)[CH:8]=3)[N:3]=2)=[CH:16][CH:15]=1. Procedure details: The title compound, MS: m/e=331.3 (M+H+), was prepared in accordance with the general method of example 1 from 2,6-dichloroquinoline, 5-methyl-2-furanmethanamine and 3-aminopyridine. Reactants: ClC1=CC=C(C(=N1)OC)[C@@]1(C(NCCC1)=O)C ((R)-3-(6-chloro-2-methoxypyridin-3-yl)-3-methylpiperidin-2-one), CN1C=CC2=CC(=CC=C12)B(O)O (1-methyl-1H-indol-5-ylboronic acid), C(=O)([O-])[O-].[Na+].[Na+] (Na2CO3). The reagents and catalysts are C1=CC=C(C=C1)P([C-]2C=CC=C2)C3=CC=CC=C3.C1=CC=C(C=C1)P([C-]2C=CC=C2)C3=CC=CC=C3.Cl[Pd]Cl.[Fe+2].C(Cl)Cl (PdCl2(dppf) CH2Cl2). Solvent: O1CCOCC1 (dioxane). Reaction conditions: temperature 105 celsius, time 18 hour. Yields the product COC1=NC(=CC=C1[C@@]1(C(NCCC1)=O)C)C=1C=C2C=CN(C2=CC1)C ((R)-3-(2-methoxy-6-(1-methyl-1H-indol-5-yl)pyridin-3-yl)-3-methylpiperidin-2-one). The yield is 93.8%. As a reaction SMILES: Cl[C:2]1[N:7]=[C:6]([O:8][CH3:9])[C:5]([C@@:10]2([CH3:17])[CH2:15][CH2:14][CH2:13][NH:12][C:11]2=[O:16])=[CH:4][CH:3]=1.[CH3:18][N:19]1[C:27]2[C:22](=[CH:23][C:24](B(O)O)=[CH:25][CH:26]=2)[CH:21]=[CH:20]1.C([O-])([O-])=O.[Na+].[Na+]>C1C=CC(P(C2C=CC=CC=2)[C-]2C=CC=C2)=CC=1.C1C=CC(P(C2C=CC=CC=2)[C-]2C=CC=C2)=CC=1.Cl[Pd]Cl.[Fe+2].C(Cl)Cl.O1CCOCC1>[CH3:9][O:8][C:6]1[C:5]([C@@:10]2([CH3:17])[CH2:15][CH2:14][CH2:13][NH:12][C:11]2=[O:16])=[CH:4][CH:3]=[C:2]([C:24]2[CH:23]=[C:22]3[C:27](=[CH:26][CH:25]=2)[N:19]([CH3:18])[CH:20]=[CH:21]3)[N:7]=1 |f:2.3.4,5.6.7.8.9|. Reported procedure: To a large microwave vial was added (R)-3-(6-chloro-2-methoxypyridin-3-yl)-3-methylpiperidin-2-one (1.20 g, 4.7 mmol), 1-methyl-1H-indol-5-ylboronic acid (0.82 g, 4.7 mmol), dioxane (10 mL), 2 M Na2CO3 (5.9 mL, 11.8 mmol), and PdCl2(dppf) CH2Cl2 (193 mg, 0.236 mmol). Nitrogen gas was bubbled through the reaction mixture for 5 minutes prior to sealing the vessel. The reaction was stirred for 18 h at 105° C. The mixture was cooled to r.t., diluted with ethyl acetate, and filtered over Celite®. The... The reactants are C[C@@]1([C@H](C[C@H](OC)O[C@H]1C)NC(C(F)(F)F)=O)O (methyl 2,3,6-trideoxy-4-C-methyl-3-trifluoroacetamido-α-L-lyxo hexopyranoside), S(=O)(Cl)Cl (thionyl chloride). Run in C1=CC=CC=C1 (benzene). The product is C=C1[C@H](C[C@H](OC)O[C@H]1C)NC(C(F)(F)F)=O (methyl 2,3,4,6-tetradeoxy-4-C-methylene-3-trifluoroacetamido-α-L-threo-hexopyranoside). As a reaction SMILES: [CH3:1][C@@:2]1(O)[C@H:9]([CH3:10])[O:8][C@@H:5]([O:6][CH3:7])[CH2:4][C@@H:3]1[NH:11][C:12](=[O:17])[C:13]([F:16])([F:15])[F:14].S(Cl)(Cl)=O>C1C=CC=CC=1>[CH2:1]=[C:2]1[C@H:9]([CH3:10])[O:8][C@@H:5]([O:6][CH3:7])[CH2:4][C@@H:3]1[NH:11][C:12](=[O:17])[C:13]([F:16])([F:15])[F:14]. Reported procedure: A solution of 1 g (3.7 mmol) of methyl 2,3,6-trideoxy-4-C-methyl-3-trifluoroacetamido-α-L-lyxo-hexopyranoside (VII) in 90 ml of anhydrous benzene was treated with 2.75 ml of freshly distilled thionyl chloride and heated under reflux for 2 hours. The reaction mixture, after being cooled to room temperature, was washed with water and then treated under stirring with an aqueous solution of sodium hydrogen carbonate. The organic phase was separated off, washed with water and evaporated under vacuum ... The reactants are FC1=CC=C(CNC2=CC=C(C=C2)F)C=C1 ((4-fluorobenzyl)-(4-fluorophenyl)-amine), CC1(O\C(\C(O1)=O)=C/C(=O)Cl)C ((Z)-2,2-dimethyl-5-(chlorocarbonylmethylene)-1,3-dioxolan-4-one), Intermediate 71A. Yields the product CC1(OC(C(O1)=CC(=O)N(C1=CC=C(C=C1)F)CC1=CC=C(C=C1)F)=O)C (2-(2,2-Dimethyl-5-oxo-[1,3]dioxolan-4-ylidene)-N-(4-fluoro-benzyl)-N-(4-fluoro-phenyl)-acetamide). RXN SMILES: [F:1][C:2]1[CH:16]=[CH:15][C:5]([CH2:6][NH:7][C:8]2[CH:13]=[CH:12][C:11]([F:14])=[CH:10][CH:9]=2)=[CH:4][CH:3]=1.[CH3:17][C:18]1([CH3:28])[O:22][C:21](=[O:23])/[C:20](=[CH:24]/[C:25](Cl)=[O:26])/[O:19]1>>[CH3:17][C:18]1([CH3:28])[O:19][C:20](=[CH:24][C:25]([N:7]([CH2:6][C:5]2[CH:15]=[CH:16][C:2]([F:1])=[CH:3][CH:4]=2)[C:8]2[CH:13]=[CH:12][C:11]([F:14])=[CH:10][CH:9]=2)=[O:26])[C:21](=[O:23])[O:22]1. Procedure: Acylation of (4-fluorobenzyl)-(4-fluorophenyl)-amine (Pombrik, S. I. et al., Izv. Akad. Nauk. SSSR Ser. Khim., 6, 1982, 1289-1294) with (Z)-2,2-dimethyl-5-(chlorocarbonylmethylene)-1,3-dioxolan-4-one as described in the preparation of Intermediate 71A gave the title amide as a syrup. 1HNMR 400 MHz (CDCl3) δ (ppm): 1.72 (6H, s, CH3), 4.88 (2H, s, NCH2), 5.29 (1H, s, CH), 6.94 (4H, m, aromatics), 7.03 (2H, m, aromatics), 7.19 (2H, m, aromatics). HRMS (MAB N2) calculated for C20H17F2NO4 [M+]: 373.1...